Dataset: the Open Reaction Database (ORD), a public repository of structured organic reaction records. Task: describe an organic reaction: reactants, conditions, products, and yield The reactants are CCOC(=O)C (EtOAc), BrCC1OC(C2=C(C=CC=C12)[N+](=O)[O-])=O (3-bromomethyl-7-nitro-3H-isobenzofuran-1-one), C(C)(C)(C)C1=CC=C(N)C=C1 (4-tert-butylaniline). Solvent: hexanes, O (H2O), C1CCOC1 (THF). Conditions: temperature 0 celsius. Product: C(C)(C)(C)C1=CC=C(C=C1)N1C(C2=C(C=CC=C2C1(C)O)[N+](=O)[O-])=O (2-(4-tert-butyl-phenyl)-3-hydroxy-3-methyl-7-nitro-2,3-dihydro-isoindol-1-one). RXN SMILES: Br[CH2:2][CH:3]1[C:11]2[C:6](=[C:7]([N+:12]([O-:14])=[O:13])[CH:8]=[CH:9][CH:10]=2)[C:5](=[O:15])[O:4]1.[C:16]([C:20]1[CH:26]=[CH:25][C:23]([NH2:24])=[CH:22][CH:21]=1)([CH3:19])([CH3:18])[CH3:17].CCOC(C)=O>C1COCC1.O>[C:16]([C:20]1[CH:21]=[CH:22][C:23]([N:24]2[C:3]([OH:4])([CH3:2])[C:11]3[C:6](=[C:7]([N+:12]([O-:14])=[O:13])[CH:8]=[CH:9][CH:10]=3)[C:5]2=[O:15])=[CH:25][CH:26]=1)([CH3:19])([CH3:17])[CH3:18]. Procedure details: The mixture of 3-bromomethyl-7-nitro-3H-isobenzofuran-1-one (0.50 g, 1.84 mmol, Step E) and 4-tert-butylaniline (1.20 mL, 7.36 mmol) in 20 mL of THF was slowly warmed to RT from 0° C., then heated to reflux for 24 h. After cooling to RT, the mixture was diluted with H2O, and extracted with EtOAc. The combined organic portions were washed with brine, dried over MgSO4, filtered, condensed, and the titled compound was obtained as a light yellowish solid after column chromatography (10 to 35% of EtO... Starting materials: NCC1=C(C=C(C=C1)Cl)N1C(C(CC1)O)C=O (1-(2-(aminomethyl)-5-chlorophenyl)pyrrolidin-3-ol 2ai), ClC(Cl)(OC(OC(Cl)(Cl)Cl)=O)Cl (triphosgene), CO (MeOH), [N-]=C=O (isocyanate), compound 1a, CN(C)C=O (DMF). Run in CCOC(=O)C (AcOEt), CCOC(=O)C (AcOEt). Conditions: temperature 80 celsius. Product: ClC1=CC(=C(CNC(=O)NC2=CC=CC=3NC(NC32)=O)C=C1)N1CC(CC1)O (1-(4-chloro-2-(3-hydroxypyrrolidin-1-yl)benzyl)-3-(2,3-dihydro-2-oxo-1H-benzo[d]imidazol-4-yl)urea). Isolated yield 21.0%. As a reaction SMILES: [NH2:1][CH2:2][C:3]1[CH:8]=[CH:7][C:6]([Cl:9])=[CH:5][C:4]=1[N:10]1[CH2:14][CH2:13][CH:12]([OH:15])[CH:11]1C=O.ClC(Cl)(O[C:22](=[O:28])OC(Cl)(Cl)Cl)Cl.[N-:30]=[C:31]=O.CO.[CH3:35][N:36]([CH:38]=[O:39])C>CCOC(C)=O>[Cl:9][C:6]1[CH:7]=[CH:8][C:3]([CH2:2][NH:1][C:38]([NH:36][C:35]2[C:31]3[NH:30][C:22](=[O:28])[NH:1][C:2]=3[CH:3]=[CH:4][CH:5]=2)=[O:39])=[C:4]([N:10]2[CH2:14][CH2:13][CH:12]([OH:15])[CH2:11]2)[CH:5]=1. Procedure: 1-(2-(aminomethyl)-5-chlorophenyl)pyrrolidin-3-ol 2ai (1.18 g, 5.2 mmol) was dissolved in 40 ml of AcOEt and at 0° C. triphosgene (1.4 g, 5.2 mmol) was added to the solution. The mixture was warmed at 80° C. for 4 hours then evaporated and the residue was dissolved in 10 ml of DMF. The solution of the isocyanate was added dropwise to a solution in DMF (10 ml) of compound 1a (674 mg, 4.52 mmol) and the mixture was warmed at 80° C. for 8 hours. (TLC AcOEt 8/MeOH 2). The solvent was evaporated and ... Reactants: CC(C(CC(C)=O)=O)(C)C (5,5-dimethyl-2,4-hexanedione), C(C1=CC=CC=C1)=O (benzaldehyde), [OH-].[NH4+] (ammonium hydroxide), ClC(=O)OCC (ethyl chloroformate). Yields the product C(C)(C)(C)C(=O)C1=C(N(C(=C(C1C1=CC=CC=C1)C(=O)C(C)(C)C)C)C(=O)OCC)C (3,5-di-t-butylcarbonyl-1-carbethoxy-1,4-dihydro-2,6-dimethyl-4-phenylpyridine), C(C)(=O)C1=C(N(C(=C(C1C1=CC=CC=C1)C(C)=O)C(C)(C)C)C(=O)OCC)C(C)(C)C (3,5-diacetyl-2,6-di-t-butyl-1-carbethoxy-1,4-dihydro-4-phenylpyridine). Reaction SMILES: [CH3:1][C:2]([CH3:10])([CH3:9])[C:3](=[O:8])[CH2:4][C:5](=[O:7])[CH3:6].[CH:11](=O)[C:12]1[CH:17]=[CH:16][CH:15]=[CH:14][CH:13]=1.[OH-:19].[NH4+:20].Cl[C:22]([O:24][CH2:25][CH3:26])=[O:23]>>[C:2]([C:3]([C:4]1[CH:11]([C:12]2[CH:17]=[CH:16][CH:15]=[CH:14][CH:13]=2)[C:4]([C:3]([C:2]([CH3:10])([CH3:9])[CH3:1])=[O:19])=[C:5]([CH3:6])[N:20]([C:22]([O:24][CH2:25][CH3:26])=[O:23])[C:5]=1[CH3:6])=[O:8])([CH3:10])([CH3:9])[CH3:1].[C:5]([C:4]1[CH:11]([C:12]2[CH:17]=[CH:16][CH:15]=[CH:14][CH:13]=2)[C:4]([C:5](=[O:7])[CH3:6])=[C:3]([C:2]([CH3:10])([CH3:9])[CH3:1])[N:20]([C:22]([O:24][CH2:25][CH3:26])=[O:23])[C:3]=1[C:2]([CH3:10])([CH3:9])[CH3:1])(=[O:19])[CH3:6] |f:2.3|. Procedure details: Similarly, reaction of 5,5-dimethyl-2,4-hexanedione, benzaldehyde and ammonium hydroxide by the procedure of Example 6 with separation of the 1,4-dihydropyridines thus obtained and subsequent treatment with ethyl chloroformate as described above gives 3,5-di-t-butylcarbonyl-1-carbethoxy-1,4-dihydro-2,6-dimethyl-4-phenylpyridine and 3,5-diacetyl-2,6-di-t-butyl-1-carbethoxy-1,4-dihydro-4-phenylpyridine. The reactants are C=Cc1cc(C)nc2c(OCc3ccccc3)cccc12, CC(C)(C)O, [O-][I+3]([O-])([O-])[O-], [Na+], C1COCCO1, O. The product is Cc1cc(C=O)c2cccc(OCc3ccccc3)c2n1. Reaction SMILES: [CH2:1]([c:2]1[cH:3][cH:4][cH:5][cH:6][cH:7]1)[O:8][c:9]1[cH:10][cH:11][cH:12][c:13]2[c:14]([CH:20]=[CH2:21])[cH:15][c:16]([CH3:19])[n:17][c:18]12.[CH3:35][C:36]([OH:37])([CH3:38])[CH3:39].[I+3:22]([O-:23])([O-:24])([O-:25])[O-:26].[Na+:27].[O:29]1[CH2:30][CH2:31][O:32][CH2:33][CH2:34]1.[OH2:28]>>[CH2:1]([c:2]1[cH:3][cH:4][cH:5][cH:6][cH:7]1)[O:8][c:9]1[cH:10][cH:11][cH:12][c:13]2[c:14]([CH:20]=[O:23])[cH:15][c:16]([CH3:19])[n:17][c:18]12. Starting materials: CC(C)(C)[Si](C)(C)Cl, CN(C)C=O, CC(=O)Cc1ccc(O)cc1, c1c[nH]cn1. Yields the product CC(=O)Cc1ccc(O[Si](C)(C)C(C)(C)C)cc1. RXN SMILES: [C:1]([CH3:2])([CH3:3])([CH3:4])[Si:5]([CH3:6])([CH3:7])[Cl:8].[O:25]=[CH:26][N:27]([CH3:28])[CH3:29].[OH:9][c:10]1[cH:11][cH:12][c:13]([CH2:16][C:17]([CH3:18])=[O:19])[cH:14][cH:15]1.[nH:20]1[cH:21][cH:22][n:23][cH:24]1>>[C:1]([CH3:2])([CH3:3])([CH3:4])[Si:5]([CH3:6])([CH3:7])[O:9][c:10]1[cH:11][cH:12][c:13]([CH2:16][C:17]([CH3:18])=[O:19])[cH:14][cH:15]1. Reactants: [N+](=O)(O)[O-] (HNO3), COC1=C(C=CC=C1)O (2-methoxyphenol). Run in C(Cl)Cl (DCM). Run at time 2 hour. Product: EtOAc hexanes, COC1=C(C=CC=C1[N+](=O)[O-])O (2-methoxy-3-nitrophenol). Isolated yield 29562.2%. As a reaction SMILES: [N+:1]([O-:4])(O)=[O:2].[CH3:5][O:6][C:7]1[CH:12]=[CH:11][CH:10]=[CH:9][C:8]=1[OH:13]>C(Cl)Cl>[CH3:5][O:6][C:7]1[C:12]([N+:1]([O-:4])=[O:2])=[CH:11][CH:10]=[CH:9][C:8]=1[OH:13]. Procedure: Fuming HNO3 (0.34 mL, 0.008 mmol) was carefully added to a mixture of 2-methoxyphenol (0.886 mL, 0.008 mmol) in anhydrous DCM (10 mL) at −20° C. After stirring for 2 h at RT, the mixture was concentrated under vacuum. Chromatography (10-30% EtOAc/hexanes) provided 9A12 (400 mg, 29%) and 2-methoxy-3-nitrophenol (400 mg, 29%). Starting materials: O1C(OCCC1)C1=CC(=C(C=C1)C=1SC2=NC(=CC=C2N1)Cl)F (2-(4-(1,3-dioxan-2-yl)-2-fluorophenyl)-5-chlorothiazolo[5,4-b]pyridine), C1CCOC1 (THF), [Br-].C(C1=CC=CC=C1)[Zn+] (benzylzinc(II) bromide). Reagents/catalysts: [Pd](Cl)Cl.C(C)(C)(C)P(C1=CC=C(C=C1)N(C)C)C(C)(C)C.C(C)(C)(C)P(C1=CC=C(C=C1)N(C)C)C(C)(C)C (bis(4-(di-tert-butylphosphino)-N,N-dimethyl-benzenamine) palladium dichloride). Solvent: [NH4+].[Cl-] (NH4Cl), CCOC(=O)C (EtOAc). Run at temperature 70 celsius, time 3 hour. The product is O1C(OCCC1)C1=CC(=C(C=C1)C=1SC2=NC(=CC=C2N1)CC1=CC=CC=C1)F (2-(4-(1,3-dioxan-2-yl)-2-fluorophenyl)-5-benzylthiazolo[5,4-b]pyridine). RXN SMILES: [O:1]1[CH2:6][CH2:5][CH2:4][O:3][CH:2]1[C:7]1[CH:12]=[CH:11][C:10]([C:13]2[S:14][C:15]3[C:20]([N:21]=2)=[CH:19][CH:18]=[C:17](Cl)[N:16]=3)=[C:9]([F:23])[CH:8]=1.C1COCC1.[Br-].[CH2:30]([Zn+])[C:31]1[CH:36]=[CH:35][CH:34]=[CH:33][CH:32]=1>[NH4+].[Cl-].CCOC(C)=O.[Pd](Cl)Cl.C(P(C(C)(C)C)C1C=CC(N(C)C)=CC=1)(C)(C)C.C(P(C(C)(C)C)C1C=CC(N(C)C)=CC=1)(C)(C)C>[O:1]1[CH2:6][CH2:5][CH2:4][O:3][CH:2]1[C:7]1[CH:12]=[CH:11][C:10]([C:13]2[S:14][C:15]3[C:20]([N:21]=2)=[CH:19][CH:18]=[C:17]([CH2:30][C:31]2[CH:36]=[CH:35][CH:34]=[CH:33][CH:32]=2)[N:16]=3)=[C:9]([F:23])[CH:8]=1 |f:2.3,4.5,7.8.9|. Reported procedure: A thick slurry of 2-(4-(1,3-dioxan-2-yl)-2-fluorophenyl)-5-chlorothiazolo[5,4-b]pyridine (2.50 g, 7.1 mmol) and bis(4-(di-tert-butylphosphino)-N,N-dimethyl-benzenamine) palladium dichloride (0.10 g, 0.14 mmol) in benzylzinc(II) bromide 0.5M in THF (21 mL, 11 mmol) was flushed with argon and sealed, and heated to 70° C. All solids eventually dissolved over 1 h to give a dark brown solution. After 3 h, the reaction mixture was cooled and diluted with sat'd aq. NH4Cl. Solid formed, and was taken up... Starting materials: COC1=C(C=C(N(C(C)=O)C)C=C1)C (4'-methoxy-3'-methyl-N-methylacetanilide), [OH-].[Na+] (sodium hydroxide). Solvent: industrial methylated spirit, O (water). Product: COC1=C(C=C(NC)C=C1)C (4-methoxy-3-methyl-N-methylaniline). As a reaction SMILES: [CH3:1][O:2][C:3]1[CH:13]=[CH:12][C:6]([N:7](C)[C:8](=O)C)=[CH:5][C:4]=1[CH3:14].[OH-].[Na+]>O>[CH3:1][O:2][C:3]1[CH:13]=[CH:12][C:6]([NH:7][CH3:8])=[CH:5][C:4]=1[CH3:14] |f:1.2|. Procedure: A mixture of 4'-methoxy-3'-methyl-N-methylacetanilide (53 g), sodium hydroxide (22 g), water (75 ml) and industrial methylated spirit (200 ml) was heated under reflux for 36 hours. Solvent was removed by evaporation, water (350 ml) was added to the residue and the mixture extracted with diethyl ether (2×300 ml). The combined extracts were washed with water (250 ml), dried over magnesium sulphate and the solvent was removed by evaporation to give the novel compound 4-methoxy-3-methyl-N-methylanil... Starting materials: oxime, BrC1=NC=CC=C1C#N (2-bromo-3-cyanopyridine), CC1=CC=C(C=C1)B(O)O (4-methylphenylboronic acid), BrC1=NC=CC=C1C#N (2-bromo-3-cyanopyridine), C(C)(=O)OC(C)=O (acetic anhydride). Yields the product C(#N)C=1C(=NC=CC1)C1=CC=C(C=C1)C (3-cyano-2-(4-methylphenyl)pyridine). As a reaction SMILES: Br[C:2]1[C:7]([C:8]#[N:9])=[CH:6][CH:5]=[CH:4][N:3]=1.C(OC(=O)C)(=O)C.[CH3:17][C:18]1[CH:23]=[CH:22][C:21](B(O)O)=[CH:20][CH:19]=1>>[C:8]([C:7]1[C:2]([C:21]2[CH:22]=[CH:23][C:18]([CH3:17])=[CH:19][CH:20]=2)=[N:3][CH:4]=[CH:5][CH:6]=1)#[N:9]. Procedure: Synthetic Scheme XXV shows the 8-step preparation of the alkylating reagent 2-(4-bromomethylphenyl)-3-cyanopyridine (57) from 2-amino-3-picoline (58) (Aldrich). In step 1, the aminopicoline 58 was converted to the bromopicoline 59 by reaction with bromine, concentrated hydrobromic acid, and sodium nitrite at 0° C. In step 2, the picoline 59 was oxidized with KMNO4 to give the corresponding carboxylic acid 60. In step 3, the acid 60 was reduced to the alcohol 61 with borane/THF. In step 4, the al... The reactants are C(C)(=O)N1C(CC2=CC=CC=C12)C#N (1-acetyl-2,3-dihydro-1H-indole-2-carbonitrile), O (water), C(=O)([O-])[O-].[Na+].[Na+] (Na2CO3), NO.Cl (NH2OH.HCl). The solvent is C(C)O (ethanol), C(C)O (ethanol). Run at temperature 85 celsius. The product is C(C)(=O)N1C(CC2=CC=CC=C12)C(N)=NO (1-acetyl-2,3-dihydro-N′-hydroxy-1H-indole-2-carboximidamide). As a reaction SMILES: [C:1]([N:4]1[C:12]2[C:7](=[CH:8][CH:9]=[CH:10][CH:11]=2)[CH2:6][CH:5]1[C:13]#[N:14])(=[O:3])[CH3:2].[OH2:15].C([O-])([O-])=O.[Na+].[Na+].[NH2:22]O.Cl>C(O)C>[C:1]([N:4]1[C:12]2[C:7](=[CH:8][CH:9]=[CH:10][CH:11]=2)[CH2:6][CH:5]1[C:13](=[N:22][OH:15])[NH2:14])(=[O:3])[CH3:2] |f:2.3.4,5.6|. Procedure: 1-acetyl-2,3-dihydro-1H-indole-2-carbonitrile (0.0132 mole) was treated with water (54 ml) and the resulting suspension was treated sequentially with Na2CO3 (0.00726 mole) and NH2OH.HCl 0.0145 mole). The mixture was treated with ethanol (26 ml) and heated to 80-90° C. Upon achieving reaction temperature, the mixture was still a suspension. Added another 26 ml of ethanol which afforded a clear solution. The reaction was heated for 2.5 hours and cooled to room temperature with stirring. A volumino...